This data is from the Open Reaction Database (ORD), a public repository of structured organic reaction records. The task is: describe an organic reaction: reactants, conditions, products, and yield Reactants: ICCOC(C)OCCI (bis(2-iodoethoxy)ethane), C(#N)CC(=O)OCC (ethyl cyanoacetate), [H-].[Na+] (sodium hydride). The solvent is O1CCCC1 (tetrahydrofuran). Product: C(C)OC(C(CCOCCOCCI)(CCOCCOCCI)C#N)=O (2,2-bis(8-iodo-3,6-dioxaoctyl)cyanoacetic acid ethyl ester). The yield is 95.7%. Reaction SMILES: [H-].[Na+].ICCO[CH:7]([O:9][CH2:10][CH2:11][I:12])[CH3:8].[C:13]([CH2:15][C:16]([O:18][CH2:19][CH3:20])=[O:17])#[N:14]>O1CCCC1>[CH2:19]([O:18][C:16](=[O:17])[C:15]([C:13]#[N:14])([CH2:20][CH2:19][O:18][CH2:8][CH2:7][O:9][CH2:10][CH2:11][I:12])[CH2:15][CH2:16][O:17][CH2:8][CH2:7][O:9][CH2:10][CH2:11][I:12])[CH3:20] |f:0.1|. Procedure details: 1.71 g (0.036 mol) of sodium hydride was added to 40 ml of tetrahydrofuran dried with metallic sodium, and to this solution was added dropwise a mixed solution of 17.6 g (0.048 mol) of bis(2-iodoethoxy)ethane and 1.35 g (0.012 mol) of ethyl cyanoacetate, followed by 5-hours reflux under heating. Tetrahydrofuran was distilled off and the residue was cooled to room temperature, added with 1N hydrochloric acid until the litmus paper came to show acidity and then extracted three times with 50 ml of ... Reactants: ClCCl, CCC(O)c1cc(C)c(C)cc1C1=CCN(C(=O)OC(C)(C)C)CC1, c1ccc(P(c2ccccc2)c2ccccc2)cc1, c1c[nH]cn1. Product: CCC(O)c1cc(C)c(C)cc1C1=CCN(C(=O)OC(C)(C)C)CC1. RXN SMILES: [Cl:50][CH2:51][Cl:52].[OH:1][CH:2]([CH2:3][CH3:4])[c:5]1[c:6]([C:13]2=[CH:18][CH2:17][N:16]([C:19](=[O:20])[O:21][C:22]([CH3:23])([CH3:24])[CH3:25])[CH2:15][CH2:14]2)[cH:7][c:8]([CH3:12])[c:9]([CH3:11])[cH:10]1.[c:26]1([P:27]([c:28]2[cH:29][cH:30][cH:31][cH:32][cH:33]2)[c:34]2[cH:35][cH:36][cH:37][cH:38][cH:39]2)[cH:40][cH:41][cH:42][cH:43][cH:44]1.[nH:45]1[cH:46][cH:47][n:48][cH:49]1>>[OH:1][CH:2]([CH2:3][CH3:4])[c:5]1[c:6]([C:13]2=[CH:14][CH2:15][N:16]([C:19](=[O:20])[O:21][C:22]([CH3:23])([CH3:24])[CH3:25])[CH2:17][CH2:18]2)[cH:7][c:8]([CH3:12])[c:9]([CH3:11])[cH:10]1. Reactants: C1CCOC1, C[Si](C)(C)[N-][Si](C)(C)C, N#CC1CCCC1, ClCCCI, [Li+]. Yields the product N#CC1(CCCCl)CCCC1. Reaction SMILES: [CH2:23]1[O:24][CH2:25][CH2:26][CH2:27]1.[CH3:9][Si:10]([N-:11][Si:12]([CH3:13])([CH3:14])[CH3:15])([CH3:16])[CH3:17].[CH:1]1([C:6]#[N:7])[CH2:2][CH2:3][CH2:4][CH2:5]1.[Cl:18][CH2:19][CH2:20][CH2:21][I:22].[Li+:8]>>[C:1]1([C:6]#[N:7])([CH2:21][CH2:20][CH2:19][Cl:18])[CH2:2][CH2:3][CH2:4][CH2:5]1. The reactants are OCCCNC1=[N+](C=CC=C1)[O-] (2-(3-Hydroxypropylamino)pyridine N-oxide), N(=NC(=O)OCC)C(=O)OCC (diethyl azodicarboxylate), OC1=C(C=C(C=C1)CC(CC(=O)OCC)(C)C)OC (Ethyl 4-(4-hydroxy-3-methoxyphenyl)-3,3-dimethylbutanoate), C1(=CC=CC=C1)P(C1=CC=CC=C1)C1=CC=CC=C1 (triphenylphosphine). The solvent is C1CCOC1 (THF), C1CCOC1 (THF). Reaction conditions: time 15 minute. Yields the product COC=1C=C(C=CC1OCCCNC1=[N+](C=CC=C1)[O-])CC(CC(=O)OCC)(C)C (Ethyl 4-(3-methoxy-4-{3-[(1-oxidopyridin-2-yl)amino]propoxy}phenyl)-3,3-dimethylbutanoate). As a reaction SMILES: N(C(OCC)=O)=NC(OCC)=O.[OH:13][C:14]1[CH:19]=[CH:18][C:17]([CH2:20][C:21]([CH3:29])([CH3:28])[CH2:22][C:23]([O:25][CH2:26][CH3:27])=[O:24])=[CH:16][C:15]=1[O:30][CH3:31].C1(P(C2C=CC=CC=2)C2C=CC=CC=2)C=CC=CC=1.O[CH2:52][CH2:53][CH2:54][NH:55][C:56]1[CH:61]=[CH:60][CH:59]=[CH:58][N+:57]=1[O-:62]>C1COCC1>[CH3:31][O:30][C:15]1[CH:16]=[C:17]([CH2:20][C:21]([CH3:28])([CH3:29])[CH2:22][C:23]([O:25][CH2:26][CH3:27])=[O:24])[CH:18]=[CH:19][C:14]=1[O:13][CH2:52][CH2:53][CH2:54][NH:55][C:56]1[CH:61]=[CH:60][CH:59]=[CH:58][N+:57]=1[O-:62]. Procedure details: A solution of diethyl azodicarboxylate (174 mg, 1.0 mmol) in 3 ml THF was added to a solution of the product of STEP 6 (18 mg, 0.676 mmol) and triphenylphosphine (262 mg, 1.0 mmol) in 7 ml THF at room temperature and stirred for 15 min. 2-(3-Hydroxypropylamino)pyridine N-oxide (168 mg, 1.0 mmol) was added. The reaction was stirred at room temperature for 18 h. THF was evaporated and the residue purified by chromatography (on silica gel, C2HC2I/CH3OH/NH4OH=97.5/2/0.5) to afford a pale brown oil i...